From a dataset of the Open Reaction Database (ORD), a public repository of structured organic reaction records. describe an organic reaction: reactants, conditions, products, and yield The reactants are ON1C(C=2C(C1=O)=CC=CC2)=O (N-hydroxy-phthalimide), BrC1=CC=NC2=C(C=CC=C12)Cl (4-bromo-8-chloro-quinoline). Product: ClC=1C=CC=C2C(=CC=NC12)C12C(C(=O)NC1=O)C=CC=C2 (0-(8-chloro-4-quinolyl)-phthalimide). RXN SMILES: O[N:2]1[C:6](=[O:7])[C:5]2=[CH:8][CH:9]=[CH:10][CH:11]=[C:4]2[C:3]1=[O:12].Br[C:14]1[C:23]2[C:18](=[C:19]([Cl:24])[CH:20]=[CH:21][CH:22]=2)[N:17]=[CH:16][CH:15]=1>>[Cl:24][C:19]1[CH:20]=[CH:21][CH:22]=[C:23]2[C:18]=1[N:17]=[CH:16][CH:15]=[C:14]2[C:5]12[CH:8]=[CH:9][CH:10]=[CH:11][CH:4]1[C:3]([NH:2][C:6]2=[O:7])=[O:12]. Procedure details: N-hydroxy-phthalimide and 4-bromo-8-chloro-quinoline (a known compound) were reacted to obtain 0-(8-chloro-4-quinolyl)-phthalimide which was reacted to obtain 0-(8-chloro-4-quinolyl)-hydroxylamine melting at 194° C. The reactants are NC=1N=C(NC(C1)=O)C(C)C (4-amino-2-isopropylpyrimid-6-one), [OH-].[Na+] (sodium hydroxide), [Cl-].C1(=CC=CC=C1)[N+]#N (benzenediazonium chloride), NC1=CC=CC=C1 (aniline), Cl (hydrochloric acid). Solvent: O (water), O (water). Reaction conditions: time 1 hour. Product: NC=1N=C(NC(C1N=NC1=CC=CC=C1)=O)C(C)C (4-amino-2-isopropyl-5-phenylazopyrimid-6-one). Reaction SMILES: [Cl-].[C:2]1([N+:8]#[N:9])[CH:7]=[CH:6][CH:5]=[CH:4][CH:3]=1.NC1C=CC=CC=1.Cl.[NH2:18][C:19]1[N:20]=[C:21]([CH:26]([CH3:28])[CH3:27])[NH:22][C:23](=[O:25])[CH:24]=1.[OH-].[Na+]>O>[NH2:18][C:19]1[N:20]=[C:21]([CH:26]([CH3:28])[CH3:27])[NH:22][C:23](=[O:25])[C:24]=1[N:9]=[N:8][C:2]1[CH:7]=[CH:6][CH:5]=[CH:4][CH:3]=1 |f:0.1,5.6|. Procedure: A cold solution of benzenediazonium chloride [prepared, by the method well known in the art, from 13.3 g. aniline in a 1:1 v/v mixture of water and concentrated hydrochloric acid (120 ml)] was added dropwise with stirring to a solution of 4-amino-2-isopropylpyrimid-6-one (28 g.) and sodium hydroxide (14.8 g.) in water (450 ml.) at 5° C. After stirring for a further 1 hour, the mixture was filtered. The filtrate was adjusted to pH 6 by the addition of aqueous sodium hydroxide solution, and the re...